This data is from the Open Reaction Database (ORD), a public repository of structured organic reaction records. The task is: describe an organic reaction: reactants, conditions, products, and yield Starting materials: C(C)N1C(SCC1=O)=NO (3-ethyl-2-oximino-4-thiazolidinone), ClCCN=C=O (2-chloroethylisocyanate). Reagents/catalysts: C(C)N(CC)CC (triethyl amine). Run in C(C)#N (acetonitrile), C(Cl)(Cl)Cl (chloroform). Conditions: time 8 hour. Product: C(C)N1C(SCC1=O)=NOC(NCCCl)=O (3-ETHYL-2-[O-(2-CHLOROETHYLCARBAMOYL)-OXIMINO]-4-THIAZOLIDINONE). Reaction SMILES: [CH2:1]([N:3]1[C:7](=[O:8])[CH2:6][S:5][C:4]1=[N:9][OH:10])[CH3:2].[Cl:11][CH2:12][CH2:13][N:14]=[C:15]=[O:16]>C(Cl)(Cl)Cl.C(#N)C.C(N(CC)CC)C>[CH2:1]([N:3]1[C:7](=[O:8])[CH2:6][S:5][C:4]1=[N:9][O:10][C:15](=[O:16])[NH:14][CH2:13][CH2:12][Cl:11])[CH3:2]. Procedure details: A solution of 2.0 g, 3-ethyl-2-oximino-4-thiazolidinone in 100 ml chloroform, 50 ml acetonitrile, 1.32 g., 2-chloroethylisocyanate and 2 drops of triethyl amine was placed in a pressure bottle and left standing overnight at ambient temperature. Concentration yielded 3.0 g of product. Recrystallized from isopropylether - ethyl acetate, m.p. 99°-102°C. Starting materials: O (Water), CN1N=CC=C1N(C(=O)OC(Cl)(Cl)Cl)C(=O)OCC(Cl)(Cl)Cl (trichloromethyl 2,2,2-trichloroethyl (1-methyl-1H-pyrazol-5-yl)imidodicarbonate), FC1=C(C=CC=C1)C=1N=C(SC1)N1CCNCC1 (4-[4-(2-fluorophenyl)-1,3-thiazol-2-yl]piperazine), C(C)(C)N(CC)C(C)C (diisopropylethylamine). Solvent: CS(=O)C (dimethyl sulfoxide). Run at temperature 70 celsius, time 16 hour. Product: FC1=C(C=CC=C1)C=1N=C(SC1)N1CCN(CC1)C(=O)NC1=CC=NN1C (4-[4-(2-Fluorophenyl)-1,3-thiazol-2-yl]-N-(1-methyl-1H-pyrazol-5-yl)piperazine-1-carboxamide). The yield is 18.8%. Reaction SMILES: [CH3:1][N:2]1[C:6]([N:7]([C:15]([O:17]CC(Cl)(Cl)Cl)=O)C(OC(Cl)(Cl)Cl)=O)=[CH:5][CH:4]=[N:3]1.[F:23][C:24]1[CH:29]=[CH:28][CH:27]=[CH:26][C:25]=1[C:30]1[N:31]=[C:32]([N:35]2[CH2:40][CH2:39][NH:38][CH2:37][CH2:36]2)[S:33][CH:34]=1.C(N(C(C)C)CC)(C)C.O>CS(C)=O>[F:23][C:24]1[CH:29]=[CH:28][CH:27]=[CH:26][C:25]=1[C:30]1[N:31]=[C:32]([N:35]2[CH2:36][CH2:37][N:38]([C:15]([NH:7][C:6]3[N:2]([CH3:1])[N:3]=[CH:4][CH:5]=3)=[O:17])[CH2:39][CH2:40]2)[S:33][CH:34]=1. Procedure details: A mixture of trichloromethyl 2,2,2-trichloroethyl (1-methyl-1H-pyrazol-5-yl)imidodicarbonate (255 mg, 0.570 mmol), 4-[4-(2-fluorophenyl)-1,3-thiazol-2-yl]piperazine (300 mg, 1.14 mmol) and diisopropylethylamine (0.198 ml, 1.14 mmol) in dimethyl sulfoxide (3.8 ml) was stirred at 70° C. for 16 hours. Water was poured to the reaction mixture, and the mixture was extracted with ethyl acetate. The extract was washed with water, and dried over anhydrous magnesium sulfate, and the solvent was distilled... Starting materials: [N+](=O)([O-])C1=CC=C(C=C1)N1[Se]C2=C(C1=O)C=CC=C2 (2-(4-nitrophenyl)-1,2-benzisoselenazole-3(2H)-one), C1(=CC=CC=C1)S (thiophenol). Product: [N+](=O)([O-])C1=CC=C(C=C1)NC(=O)C1=C(C=CC=C1)[Se]SC1=CC=CC=C1 (S-[2-(4-nitrophenylcarbamoyl)-phenylselenyl]-thiophenol). As a reaction SMILES: [N+:1]([C:4]1[CH:9]=[CH:8][C:7]([N:10]2[C:14](=[O:15])[C:13]3[CH:16]=[CH:17][CH:18]=[CH:19][C:12]=3[Se:11]2)=[CH:6][CH:5]=1)([O-:3])=[O:2].[C:20]1([SH:26])[CH:25]=[CH:24][CH:23]=[CH:22][CH:21]=1>>[N+:1]([C:4]1[CH:9]=[CH:8][C:7]([NH:10][C:14]([C:13]2[CH:16]=[CH:17][CH:18]=[CH:19][C:12]=2[Se:11][S:26][C:20]2[CH:25]=[CH:24][CH:23]=[CH:22][CH:21]=2)=[O:15])=[CH:6][CH:5]=1)([O-:3])=[O:2]. Procedure details: Prepared similar to example 1 from 5 g (15,7 mmol) of 2-(4-nitrophenyl)-1,2-benzisoselenazole-3(2H)-one and 1,75 g (15,9 mmol) thiophenol. Reactants: OC1=C(C=O)C=C(C=C1)OC (2-hydroxy-5-methoxybenzaldehyde), Cl.ClCC1=CC=NC=C1 (4-(chloromethyl)pyridine hydrochloride), C([O-])([O-])=O.[K+].[K+] (potassium carbonate), [I-].[K+] (potassium iodide). Run in CN(C)C=O (DMF), O (Water). Run at temperature 150 celsius, time 6 hour. Yields the product COC=1C=CC2=C(C=C(O2)C2=CC=NC=C2)C1 (4-(5-methoxybenzofuran-2-yl)pyridine). Yield: 63.3%. RXN SMILES: [OH:1][C:2]1[CH:9]=[CH:8][C:7]([O:10][CH3:11])=[CH:6][C:3]=1[CH:4]=O.Cl.Cl[CH2:14][C:15]1[CH:20]=[CH:19][N:18]=[CH:17][CH:16]=1.C(=O)([O-])[O-].[K+].[K+].[I-].[K+]>O.CN(C=O)C>[CH3:11][O:10][C:7]1[CH:8]=[CH:9][C:2]2[O:1][C:14]([C:15]3[CH:20]=[CH:19][N:18]=[CH:17][CH:16]=3)=[CH:4][C:3]=2[CH:6]=1 |f:1.2,3.4.5,6.7|. Procedure details: A mixture of 0.64 g of 2-hydroxy-5-methoxybenzaldehyde, 0.72 g of 4-(chloromethyl)pyridine hydrochloride, 1.74 g of potassium carbonate, 0.70 g of potassium iodide and 15 ml of DMF was stirred at 80° C. for 3 hours and subsequently at 150° C. for 6 hours. The reaction mixture was cooled to room temperature. Water was added to the reaction mixture, and the mixture was extracted twice with ethyl acetate. The organic layers were combined and washed with water and saturated brine and dried over sodi... Yields the product CNCC[C@H](C1=CC=CC=C1)OC2=CC=C(C=C2)C(F)(F)F ((R)-fluoxetine). Conditions: temperature 90 celsius. Procedure: To a solution of (R)-N-methyl-3-phenyl-3-hydroxy-propylamine (7) (1.23 g, 7.45 mmol) in dimethyl acetamide (7 mL) was added sodium hydride (215 mg, 8.95 mmol) with cooling. The mixture was heated at 90° C. for 1.5 h, and an orange solution resulted. To this solution was then added 4-chlorobenzotrifluoride (3.23 g, 2.40 mL, 17.9 mmol), and the mixture was heated at 100°-105° C. for 2.5 h. After cooling and dilution with toluene, the mixture was washed with water, and the aqueous layer was separat... RXN SMILES: [CH3:1][NH:2][CH2:3][CH2:4][C@H:5]([C:7]1[CH:12]=[CH:11][CH:10]=[CH:9][CH:8]=1)[OH:6].[H-].[Na+].Cl[C:16]1[CH:21]=[CH:20][C:19]([C:22]([F:25])([F:24])[F:23])=[CH:18][CH:17]=1>CC(N(C)C)=O>[CH3:1][NH:2][CH2:3][CH2:4][C@@H:5]([O:6][C:16]1[CH:21]=[CH:20][C:19]([C:22]([F:25])([F:24])[F:23])=[CH:18][CH:17]=1)[C:7]1[CH:12]=[CH:11][CH:10]=[CH:9][CH:8]=1 |f:1.2|. Reactants: CNCC[C@@H](O)C1=CC=CC=C1 ((R)-N-methyl-3-phenyl-3-hydroxy-propylamine), [H-].[Na+] (sodium hydride), ClC1=CC=C(C=C1)C(F)(F)F (4-chlorobenzotrifluoride). The yield is 85.5%. Solvent: CC(=O)N(C)C (dimethyl acetamide). Starting materials: COC(=O)C1=CC=2C(=NC=CC2OC2=CC=C(C=C2)[N+](=O)[O-])O1 (4-(4-Nitrophenoxy)-furo[2,3-b]pyridine-2-carboxylic acid methyl ester). The reagents and catalysts are [Fe] (iron). Yields the product COC(=O)C1=CC=2C(=NC=CC2OC2=CC=C(C=C2)N)O1 (4-(4-Aminophenoxy)furo[2,3-b]pyridine-2-carboxylic acid methyl ester). Isolated yield 86.9%. As a reaction SMILES: [CH3:1][O:2][C:3]([C:5]1[O:23][C:8]2=[N:9][CH:10]=[CH:11][C:12]([O:13][C:14]3[CH:19]=[CH:18][C:17]([N+:20]([O-])=O)=[CH:16][CH:15]=3)=[C:7]2[CH:6]=1)=[O:4]>[Fe]>[CH3:1][O:2][C:3]([C:5]1[O:23][C:8]2=[N:9][CH:10]=[CH:11][C:12]([O:13][C:14]3[CH:19]=[CH:18][C:17]([NH2:20])=[CH:16][CH:15]=3)=[C:7]2[CH:6]=1)=[O:4]. Procedure details: 4-(4-Nitrophenoxy)-furo[2,3-b]pyridine-2-carboxylic acid methyl ester (70 mg) was subjected to iron reduction by the same method as in Production Example 10 to obtain the title compound (55 mg).